Dataset: the Open Reaction Database (ORD), a public repository of structured organic reaction records. Task: describe an organic reaction: reactants, conditions, products, and yield Reactants: O=C1COc2cc(C(=O)CN3CCCC(Cc4ccccc4)C3)ccc2N1, O=C(Cl)CCl, O=C1COc2ccccc2N1. Yields the product O=C1COc2cc(C(=O)CCl)ccc2N1. As a reaction SMILES: [CH2:1]([CH:2]1[CH2:3][CH2:4][CH2:5][N:6]([CH2:14][C:15](=[O:16])[c:17]2[cH:18][c:19]3[c:20]([cH:26][cH:27]2)[NH:21][C:22](=[O:25])[CH2:23][O:24]3)[CH2:7]1)[c:8]1[cH:9][cH:10][cH:11][cH:12][cH:13]1.[Cl:39][CH2:40][C:41]([Cl:42])=[O:43].[O:28]1[c:29]2[cH:30][cH:31][cH:32][cH:33][c:34]2[NH:35][C:36](=[O:37])[CH2:38]1>>[CH2:14]([C:15](=[O:16])[c:17]1[cH:18][c:19]2[c:20]([cH:26][cH:27]1)[NH:21][C:22](=[O:25])[CH2:23][O:24]2)[Cl:39]. The reactants are C(C)OC(=O)C=1C(=NOC1C)Br (3-bromo-5-methyl-isoxazole-4-carboxylic acid ethyl ester), N1CCCC1 (pyrrolidine), CCN(CC)P1(=NC(C)(C)C)N(CCCN1C)C (BEMP). Conditions: temperature 180 celsius. Yields the product C(C)OC(=O)C=1C(=NOC1C)N1CCCC1 (5-Methyl-3-pyrrolidin-1-yl-isoxazole-4-carboxylic acid ethyl ester). Yield: 26.1%. Reaction SMILES: [CH2:1]([O:3][C:4]([C:6]1[C:7](Br)=[N:8][O:9][C:10]=1[CH3:11])=[O:5])[CH3:2].[NH:13]1[CH2:17][CH2:16][CH2:15][CH2:14]1.CCN(P1(N(C)CCCN1C)=NC(C)(C)C)CC>>[CH2:1]([O:3][C:4]([C:6]1[C:7]([N:13]2[CH2:17][CH2:16][CH2:15][CH2:14]2)=[N:8][O:9][C:10]=1[CH3:11])=[O:5])[CH3:2]. Procedure: A mixture containing 3-bromo-5-methyl-isoxazole-4-carboxylic acid ethyl ester (5.0 g, 18.8 mmol), pyrrolidine (13.37 g, 188 mmol) and BEMP (10.53 g, 37.6 mmol) was heated in the microwave at 180° C. for 10 min. The mixture was then extracted with ethyl acetate, dried over potassium sulphate, filtered and evaporated. Purification by chromatography (silica, ethyl acetate:methanol 1:9 to 3:7) afforded the title compound (1.1 g, 21%) as a yellow oil. MS: m/e=225.3 [M]+. Reactants: CCOC(CBr)OCC, [K+], [K+], O=C([O-])[O-], CN(C)C=O, COc1cccc(C=O)c1O. Yields the product CCOC(COc1c(C=O)cccc1OC)OCC. Reaction SMILES: [CH2:18]([CH3:19])[O:20][CH:21]([CH2:22][Br:23])[O:24][CH2:25][CH3:26].[K+:12].[K+:13].[O-:14][C:15]([O-:16])=[O:17].[O:27]=[CH:28][N:29]([CH3:30])[CH3:31].[OH:1][c:2]1[c:3]([CH:4]=[O:5])[cH:6][cH:7][cH:8][c:9]1[O:10][CH3:11]>>[O:1]([c:2]1[c:3]([CH:4]=[O:5])[cH:6][cH:7][cH:8][c:9]1[O:10][CH3:11])[CH2:22][CH:21]([O:20][CH2:18][CH3:19])[O:24][CH2:25][CH3:26].